From a dataset of the Open Reaction Database (ORD), a public repository of structured organic reaction records. describe an organic reaction: reactants, conditions, products, and yield Reactants: O=C([O-])O, O=Cc1cc(C(=O)NCC2CCN(C(=O)OCc3ccccc3)CC2)ccn1, C[Mg]Cl, [Na+]. Yields the product CC(O)c1cc(C(=O)NCC2CCN(C(=O)OCc3ccccc3)CC2)ccn1. As a reaction SMILES: [C:32](=[O:33])([OH:34])[O-:35].[CH2:1]([c:2]1[cH:3][cH:4][cH:5][cH:6][cH:7]1)[O:8][C:9](=[O:10])[N:11]1[CH2:12][CH2:13][CH:14]([CH2:17][NH:18][C:19](=[O:20])[c:21]2[cH:22][c:23]([CH:27]=[O:28])[n:24][cH:25][cH:26]2)[CH2:15][CH2:16]1.[CH3:29][Mg:30][Cl:31].[Na+:36]>>[CH2:1]([c:2]1[cH:3][cH:4][cH:5][cH:6][cH:7]1)[O:8][C:9](=[O:10])[N:11]1[CH2:12][CH2:13][CH:14]([CH2:17][NH:18][C:19](=[O:20])[c:21]2[cH:22][c:23]([CH:27]([OH:28])[CH3:29])[n:24][cH:25][cH:26]2)[CH2:15][CH2:16]1. Product: COP(=O)(OC)CC(=O)O ((dimethoxyphosphinyl)acetic acid). Reaction conditions: time 8 hour. Reactants: COC(CP(=O)(OC)OC)=O (Methyl(dimethoxyphosphinyl)acetate), [OH-].[Na+] (sodium hydroxide). Reported procedure: Methyl(dimethoxyphosphinyl)acetate (18.2 g., 0.1 mole) and 1 N sodium hydroxide (100 ml., 0.1 mole) are combined and stirred at room temperature overnight. The reaction mixture is poured onto AG50W-X2 cation exchange resin (200 ml.) and eluted with double distilled water. The acidic fractions are combined and concentrated in vacuo. The residue is dissolved in dichloromethane, dried over magnesium sulfate and concentrated in vacuo to yield 16.8 g. of product, (dimethoxyphosphinyl)acetic acid, yie... As a reaction SMILES: C[O:2][C:3](=[O:11])[CH2:4][P:5]([O:9][CH3:10])([O:7][CH3:8])=[O:6].[OH-].[Na+]>>[CH3:8][O:7][P:5]([CH2:4][C:3]([OH:11])=[O:2])([O:9][CH3:10])=[O:6] |f:1.2|.